From a dataset of the Open Reaction Database (ORD), a public repository of structured organic reaction records. describe an organic reaction: reactants, conditions, products, and yield Reactants: C(C)(C)(C)OC(=O)N1C[C@H]([C@@H](C1)CN(C(C1=CC(=C(C=C1)OC)OCCCOC)=O)C(C)C)C(O[SiH2]C(C)(C)C)(C)C ((3S*,4R*)-3-(tert-butyl-dimethyl-silanyloxymethyl)-4-({isopropyl-[4-methoxy-3-(3-methoxy-propoxy)-benzoyl]-amino}-methyl)-pyrrolidine-1-carboxylic acid tert-butyl ester), CC#N.O (CH3CN H2O), CC#N (CH3CN), CC#N (CH3CN), O.O.O.[F-].C(CCC)[N+](CCCC)(CCCC)CCCC (tetrabutylammonium fluoride trihydrate). Run in O (H2O), C1CCOC1 (THF). Product: C(C)(C)(C)OC(=O)N1C[C@H]([C@@H](C1)CN(C(C1=CC(=C(C=C1)OC)OCCCOC)=O)C(C)C)CO ((3S*,4R*)-3-Hydroxymethyl-4-({isopropyl-[4-methoxy-3-(3-methoxy-propoxy)-benzoyl]-amino}-methyl)-pyrrolidine-1-carboxylic acid tert-butyl ester). As a reaction SMILES: [C:1]([O:5][C:6]([N:8]1[CH2:12][C@@H:11]([CH2:13][N:14]([CH:31]([CH3:33])[CH3:32])[C:15](=[O:30])[C:16]2[CH:21]=[CH:20][C:19]([O:22][CH3:23])=[C:18]([O:24][CH2:25][CH2:26][CH2:27][O:28][CH3:29])[CH:17]=2)[C@H:10]([C:34](C)(C)[O:35][SiH2]C(C)(C)C)[CH2:9]1)=[O:7])([CH3:4])([CH3:3])[CH3:2].O.O.O.[F-].C([N+](CCCC)(CCCC)CCCC)CCC.CC#N.O.CC#N>C1COCC1.O>[C:1]([O:5][C:6]([N:8]1[CH2:12][C@@H:11]([CH2:13][N:14]([CH:31]([CH3:32])[CH3:33])[C:15](=[O:30])[C:16]2[CH:21]=[CH:20][C:19]([O:22][CH3:23])=[C:18]([O:24][CH2:25][CH2:26][CH2:27][O:28][CH3:29])[CH:17]=2)[C@H:10]([CH2:34][OH:35])[CH2:9]1)=[O:7])([CH3:4])([CH3:3])[CH3:2] |f:1.2.3.4.5,6.7|. Procedure details: The title compound is prepared in a similar manner as described for Example 9/reaction step H, from (3S*,4R*)-3-(tert-butyl-dimethyl-silanyloxymethyl)-4-({isopropyl-[4-methoxy-3-(3-methoxy-propoxy)-benzoyl]-amino}-methyl)-pyrrolidine-1-carboxylic acid tert-butyl ester (25.0 g, 41.1 mmol) and tetrabutylammonium fluoride trihydrate (19.4 g, 61.6 mmol) in THF (150 mL) as a colorless oil. MS: 495.2 [M+H]+; tR (HPLC, C18 column, 5-100% CH3CN/H2O/6 min, 100% CH3CN/1.5 min, CH3CN and H2O containing 0.1... Reactants: C#Cc1cccc(N)c1, C=CCOC(=O)C1CCN(Cc2cccc3ncnc(SC)c23)CC1C(=O)OC, C=CCOC(=O)C1CCN(Cc2cccc3ncnc(Nc4cccc(OC)c4)c23)CC1C(=O)OC, CO. Product: C#Cc1cccc(Nc2ncnc3cccc(CN4CCC(C(=O)OCC=C)C(C(=O)OC)C4)c23)c1. As a reaction SMILES: [C:30](#[CH:31])[c:32]1[cH:33][c:34]([NH2:35])[cH:36][cH:37][cH:38]1.[CH2:1]([CH:2]=[CH2:3])[O:4][C:5](=[O:6])[CH:7]1[CH:8]([C:26](=[O:27])[O:28][CH3:29])[CH2:9][N:10]([CH2:13][c:14]2[c:15]3[c:16]([S:24][CH3:25])[n:17][cH:18][n:19][c:20]3[cH:21][cH:22][cH:23]2)[CH2:11][CH2:12]1.[CH2:39]([O:40][C:41]([CH:42]1[CH2:43][CH2:44][N:45]([CH2:46][c:47]2[cH:48][cH:49][cH:50][c:51]3[c:52]2[c:53]([NH:54][c:55]2[cH:56][cH:57][cH:58][c:59]([O:60][CH3:61])[cH:62]2)[n:63][cH:64][n:65]3)[CH2:66][CH:67]1[C:68]([O:69][CH3:70])=[O:71])=[O:72])[CH:73]=[CH2:74].[CH3:75][OH:76]>>[CH2:1]([CH:2]=[CH2:3])[O:4][C:5](=[O:6])[CH:7]1[CH:8]([C:26](=[O:27])[O:28][CH3:29])[CH2:9][N:10]([CH2:13][c:14]2[c:15]3[c:16]([NH:35][c:34]4[cH:33][c:32]([C:30]#[CH:31])[cH:38][cH:37][cH:36]4)[n:17][cH:18][n:19][c:20]3[cH:21][cH:22][cH:23]2)[CH2:11][CH2:12]1. Reactants: CC(C)(C)OC(=O)NC(CO)COc1noc2ccc(Cl)cc12, ClCCl, CN=C=O, CN(C)C=O, [Cl-]. Product: CNC(=O)OCC(COc1noc2ccc(Cl)cc12)NC(=O)OC(C)(C)C. Reaction SMILES: [C:1]([CH3:2])([CH3:3])([CH3:4])[O:5][C:6](=[O:7])[NH:8][CH:9]([CH2:10][O:11][c:12]1[n:13][o:14][c:15]2[c:16]1[cH:17][c:18]([Cl:21])[cH:19][cH:20]2)[CH2:22][OH:23].[CH2:34]([Cl:35])[Cl:36].[CH3:25][N:26]=[C:27]=[O:28].[CH3:29][N:30]([CH3:31])[CH:32]=[O:33].[Cl-:24]>>[C:1]([CH3:2])([CH3:3])([CH3:4])[O:5][C:6](=[O:7])[NH:8][CH:9]([CH2:10][O:11][c:12]1[n:13][o:14][c:15]2[c:16]1[cH:17][c:18]([Cl:21])[cH:19][cH:20]2)[CH2:22][O:23][C:27]([NH:26][CH3:25])=[O:28]. Starting materials: [Cl-], [Cl-], [Cl-], [Cl-], CCOC(=O)C(=O)Cl, ClCCl, ClCCCl, CCOC(=O)c1cc2ccc(Cl)cc2n1C, O, [Ti+4]. Product: CCOC(=O)C(=O)c1c(C(=O)OCC)n(C)c2cc(Cl)ccc12. As a reaction SMILES: [Cl-:33].[Cl-:35].[Cl-:36].[Cl-:37].[Cl:1][C:2]([C:3](=[O:4])[O:5][CH2:6][CH3:7])=[O:8].[Cl:25][CH2:26][Cl:27].[Cl:29][CH2:30][CH2:31][Cl:32].[Cl:9][c:10]1[cH:11][cH:12][c:13]2[cH:14][c:15]([C:20](=[O:21])[O:22][CH2:23][CH3:24])[n:16]([CH3:19])[c:17]2[cH:18]1.[OH2:28].[Ti+4:34]>>[C:2]([C:3](=[O:4])[O:5][CH2:6][CH3:7])(=[O:8])[c:14]1[c:13]2[cH:12][cH:11][c:10]([Cl:9])[cH:18][c:17]2[n:16]([CH3:19])[c:15]1[C:20](=[O:21])[O:22][CH2:23][CH3:24].